Task: describe an organic reaction: reactants, conditions, products, and yield. Dataset: the Open Reaction Database (ORD), a public repository of structured organic reaction records The reactants are ClCCl, CCC(NC(=O)C(CC(=O)N1CCOCC1)CC1CCCCC1)C(O)c1noc(C(F)(F)F)n1. The product is CCC(NC(=O)C(CC(=O)N1CCOCC1)CC1CCCCC1)C(=O)c1noc(C(F)(F)F)n1. As a reaction SMILES: [CH2:35]([Cl:36])[Cl:37].[CH:1]1([CH2:7][CH:8]([C:9](=[O:10])[NH:11][CH:12]([CH2:13][CH3:14])[CH:15]([c:16]2[n:17][o:18][c:19]([C:21]([F:22])([F:23])[F:24])[n:20]2)[OH:25])[CH2:26][C:27](=[O:28])[N:29]2[CH2:30][CH2:31][O:32][CH2:33][CH2:34]2)[CH2:2][CH2:3][CH2:4][CH2:5][CH2:6]1>>[CH:1]1([CH2:7][CH:8]([C:9](=[O:10])[NH:11][CH:12]([CH2:13][CH3:14])[C:15]([c:16]2[n:17][o:18][c:19]([C:21]([F:22])([F:23])[F:24])[n:20]2)=[O:25])[CH2:26][C:27](=[O:28])[N:29]2[CH2:30][CH2:31][O:32][CH2:33][CH2:34]2)[CH2:2][CH2:3][CH2:4][CH2:5][CH2:6]1. Reactants: CC1(C)C2CCC(CCN3CCC(=O)CC3)C1C2, C[Si](C)(C)C#N, CC(=O)O, Nc1cccc(F)c1, N. The product is CC1(C)C2CCC(CCN3CCC(C#N)(Nc4cccc(F)c4)CC3)C1C2. Reaction SMILES: [CH3:1][C:2]1([CH3:18])[CH:3]2[CH2:4][CH2:5][CH:6]([CH2:9][CH2:10][N:11]3[CH2:12][CH2:13][C:14](=[O:17])[CH2:15][CH2:16]3)[CH:7]1[CH2:8]2.[CH3:27][Si:28]([CH3:29])([CH3:30])[C:31]#[N:32].[CH3:34][C:35](=[O:36])[OH:37].[NH2:19][c:20]1[cH:21][cH:22][cH:23][c:24]([F:25])[cH:26]1.[NH3:33]>>[CH3:1][C:2]1([CH3:18])[CH:3]2[CH2:4][CH2:5][CH:6]([CH2:9][CH2:10][N:11]3[CH2:12][CH2:13][C:14]([NH:19][c:20]4[cH:21][cH:22][cH:23][c:24]([F:25])[cH:26]4)([C:31]#[N:32])[CH2:15][CH2:16]3)[CH:7]1[CH2:8]2. The yield is 75.6%. Procedure details: Bromine (160 μl, 3.12 mmol) was added dropwise to a stirred solution of triphenylphosphine (820 mg, 3.12 mmol) and imidazole (213 mg, 3.12 mmol) in dichloromethane (15 ml) at room temperature under nitrogen. A solution of the alcohol of Example 135 (1.12 g, 2.60 mmol) in dichloromethane (5 ml) was then added to the reaction. The reaction was stirred at room temperature for 2 hours, diluted with dichloromethane (50 ml), washed with brine (20 ml), dried over magnesium sulphate, filtered and concen... Yields the product BrCC1=C(C(=NN1CCNC(OC(C)(C)C)=O)CC)OC1=CC(=CC(=C1)Cl)Cl (tert-Butyl 2-[5-(bromomethyl)-4-(3,5-dichlorophenoxy)-3-ethyl-1H-pyrazol-1-yl]ethylcarbamate). Reaction conditions: time 2 hour. RXN SMILES: [Br:1]Br.C1(P(C2C=CC=CC=2)C2C=CC=CC=2)C=CC=CC=1.N1C=CN=C1.[Cl:27][C:28]1[CH:29]=[C:30]([CH:51]=[C:52]([Cl:54])[CH:53]=1)[O:31][C:32]1[C:33]([CH2:49][CH3:50])=[N:34][N:35]([CH2:39][CH2:40][NH:41][C:42](=[O:48])[O:43][C:44]([CH3:47])([CH3:46])[CH3:45])[C:36]=1[CH2:37]O>ClCCl>[Br:1][CH2:37][C:36]1[N:35]([CH2:39][CH2:40][NH:41][C:42](=[O:48])[O:43][C:44]([CH3:47])([CH3:46])[CH3:45])[N:34]=[C:33]([CH2:49][CH3:50])[C:32]=1[O:31][C:30]1[CH:29]=[C:28]([Cl:27])[CH:53]=[C:52]([Cl:54])[CH:51]=1. Run in ClCCl (dichloromethane), ClCCl (dichloromethane), ClCCl (dichloromethane). The reactants are ClC=1C=C(OC=2C(=NN(C2CO)CCNC(OC(C)(C)C)=O)CC)C=C(C1)Cl (tert-Butyl 2-[4-(3,5-dichlorophenoxy)-3-ethyl-5-(hydroxymethyl)-1H-pyrazol-1-yl]ethylcarbamate), BrBr (Bromine), C1(=CC=CC=C1)P(C1=CC=CC=C1)C1=CC=CC=C1 (triphenylphosphine), N1C=NC=C1 (imidazole). Reaction conditions: time 96 hour. As a reaction SMILES: [CH2:1]([N:8]1[CH2:13][CH:12]=[C:11]([C:14]2[C:22]3[C:17](=[CH:18][C:19]([C:23]([OH:25])=[O:24])=[CH:20][CH:21]=3)[NH:16][CH:15]=2)[CH2:10][CH2:9]1)[C:2]1[CH:7]=[CH:6][CH:5]=[CH:4][CH:3]=1.S(=O)(=O)(O)O.[CH2:31](O)[CH3:32]>>[CH2:1]([N:8]1[CH2:9][CH:10]=[C:11]([C:14]2[C:22]3[C:17](=[CH:18][C:19]([C:23]([O:25][CH2:31][CH3:32])=[O:24])=[CH:20][CH:21]=3)[NH:16][CH:15]=2)[CH2:12][CH2:13]1)[C:2]1[CH:3]=[CH:4][CH:5]=[CH:6][CH:7]=1. Starting materials: C(C1=CC=CC=C1)N1CCC(=CC1)C1=CNC2=CC(=CC=C12)C(=O)O (3-(1-benzyl-1,2,3,6-tetrahydropyridin-4-yl)-1H-indole-6-carboxylic acid), S(O)(O)(=O)=O (Sulphuric acid), C(C)O (ethanol). Product: C(C1=CC=CC=C1)N1CCC(=CC1)C1=CNC2=CC(=CC=C12)C(=O)OCC (ethyl 3-(1-benzyl-1,2,3,6-tetrahydropyridin-4-yl)-1H-indole-6-carboxylate). Procedure details: 12.4 g 3-(1-benzyl-1,2,3,6-tetrahydropyridin-4-yl)-1H-indole-6-carboxylic acid are suspended in 80 ml of ethanol and 1.6 ml conc. Sulphuric acid are added. The reaction mixture is stirred for 96 hours at reflux temperature. The solid is suction filtered, dissolved in ethanol and made basic with sodium hydroxide solution. 5.3 g product are obtained as a solid. Reactants: C(C)(C)(C)OC(=O)C=1C=C(C=C(C1)OCCCCCCC1=C(C(=CC=C1)OCCCC(=O)OCC)CCC(=O)OCC)C1=CC(=CC=C1)F (5-{6-[2-(2-ethoxycarbonyl-ethyl)-3-(3-ethoxycarbonyl-propoxy)-phenyl]-hexyloxy}-3′-fluoro-biphenyl-3-carboxylic acid tert-butyl ester), C(C)(C)(C)OC(C1=CC(=CC(=C1)O)C1=CC2=C(OCO2)C=C1)=O (3-benzo[1,3]dioxol-5-yl-5-hydroxy-benzoic acid tert-butyl ester). The product is C(C)(C)(C)OC(C1=CC(=CC(=C1)OCCCCCCC1=C(C(=CC=C1)OCCCC(=O)OCC)CCC(=O)OCC)C1=CC2=C(OCO2)C=C1)=O (3-Benzo[1,3]dioxol-5-yl-5-{6-[2-(2-ethoxycarbonyl-ethyl)-3-(3-ethoxycarbonyl-propoxy)-phenyl]-hexyloxy}-benzoic acid tert-butyl ester). Reaction SMILES: [C:1]([O:5][C:6]([C:8]1[CH:9]=[C:10]([C:43]2[CH:48]=[CH:47][CH:46]=[C:45](F)[CH:44]=2)[CH:11]=[C:12]([O:14][CH2:15][CH2:16][CH2:17][CH2:18][CH2:19][CH2:20][C:21]2[CH:26]=[CH:25][CH:24]=[C:23]([O:27][CH2:28][CH2:29][CH2:30][C:31]([O:33][CH2:34][CH3:35])=[O:32])[C:22]=2[CH2:36][CH2:37][C:38]([O:40][CH2:41][CH3:42])=[O:39])[CH:13]=1)=[O:7])([CH3:4])([CH3:3])[CH3:2].C([O:54][C:55](=[O:72])C1C=C(O)C=C(C2C=CC3OCOC=3C=2)C=1)(C)(C)C>>[C:1]([O:5][C:6](=[O:7])[C:8]1[CH:13]=[C:12]([O:14][CH2:15][CH2:16][CH2:17][CH2:18][CH2:19][CH2:20][C:21]2[CH:26]=[CH:25][CH:24]=[C:23]([O:27][CH2:28][CH2:29][CH2:30][C:31]([O:33][CH2:34][CH3:35])=[O:32])[C:22]=2[CH2:36][CH2:37][C:38]([O:40][CH2:41][CH3:42])=[O:39])[CH:11]=[C:10]([C:43]2[CH:48]=[CH:47][C:46]3[O:54][CH2:55][O:72][C:45]=3[CH:44]=2)[CH:9]=1)([CH3:4])([CH3:3])[CH3:2]. Reported procedure: The title compound was prepared in the same way as 5-{6-[2-(2-ethoxycarbonyl-ethyl)-3-(3-ethoxycarbonyl-propoxy)-phenyl]-hexyloxy}-3′-fluoro-biphenyl-3-carboxylic acid tert-butyl ester starting from 3-benzo[1,3]dioxol-5-yl-5-hydroxy-benzoic acid tert-butyl ester. The reactants are O[Li].O (LiOH.H2O), CO[C@H]1CN(CC1)C(=O)C1=CC2=NC=CC(=C2S1)OC=1C=CC2=C(SC(=C2C(=O)OC)C)C1 (methyl 6-[(2-{[(3R)-3-methoxypyrrolidin-1-yl]carbonyl}thieno[3,2-b]pyridin-7-yl)oxy]-2-methylbenzo[b]thiophene-3-carboxylate), Cl (HCl). The solvent is O (H2O), C1CCOC1.CO.O (THF MeOH H2O). Conditions: time 24 hour. Yields the product CO[C@H]1CN(CC1)C(=O)C1=CC2=NC=CC(=C2S1)OC=1C=CC2=C(SC(=C2C(=O)O)C)C1 (6-[(2-{[(3R)-3-methoxypyrrolidin-1-yl]carbonyl}thieno[3,2-b]pyridin-7-yl)oxy]-2-methylbenzo[b]thiophene-3-carboxylic acid). Yield: 46.3%. As a reaction SMILES: [CH3:1][O:2][C@@H:3]1[CH2:7][CH2:6][N:5]([C:8]([C:10]2[S:18][C:17]3[C:12](=[N:13][CH:14]=[CH:15][C:16]=3[O:19][C:20]3[CH:21]=[CH:22][C:23]4[C:27]([C:28]([O:30]C)=[O:29])=[C:26]([CH3:32])[S:25][C:24]=4[CH:33]=3)[CH:11]=2)=[O:9])[CH2:4]1.O[Li].O.Cl>C1COCC1.CO.O.O>[CH3:1][O:2][C@@H:3]1[CH2:7][CH2:6][N:5]([C:8]([C:10]2[S:18][C:17]3[C:12](=[N:13][CH:14]=[CH:15][C:16]=3[O:19][C:20]3[CH:21]=[CH:22][C:23]4[C:27]([C:28]([OH:30])=[O:29])=[C:26]([CH3:32])[S:25][C:24]=4[CH:33]=3)[CH:11]=2)=[O:9])[CH2:4]1 |f:1.2,4.5.6|. Procedure: To a solution of methyl 6-[(2-{[(3R)-3-methoxypyrrolidin-1-yl]carbonyl}thieno[3,2-b]pyridin-7-yl)oxy]-2-methylbenzo[b]thiophene-3-carboxylate 11b (258 mg, 0.535 mmole) in a mixture of THF/MeOH/H2O (3:2:1, 6 ml) was added LiOH.H2O (224 mg, 5.35 mmole). The reaction was stirred 24 hours at ambient temperature. The mixture was diluted with H2O (10 ml) and acidified to pH 1 with 1 M HCl. The precipitate was collected by vacuum filtration, rinsed with MeOH, and dried at 50° C. under vacuum to afford ... Reactants: COc1c(C)c(C)c(OC)c(C(CCCCCO)c2ccccc2)c1C, O=[Cr](=O)=O, O, c1ccncc1. The product is COc1c(C)c(C)c(OC)c(C(CCCCC(=O)O)c2ccccc2)c1C. As a reaction SMILES: [CH3:5][O:6][c:7]1[c:8]([CH:18]([CH2:19][CH2:20][CH2:21][CH2:22][CH2:23][OH:24])[c:25]2[cH:26][cH:27][cH:28][cH:29][cH:30]2)[c:9]([CH3:17])[c:10]([O:15][CH3:16])[c:11]([CH3:14])[c:12]1[CH3:13].[O:1]=[Cr:2](=[O:3])=[O:4].[OH2:31].[cH:32]1[cH:33][cH:34][n:35][cH:36][cH:37]1>>[CH3:5][O:6][c:7]1[c:8]([CH:18]([CH2:19][CH2:20][CH2:21][CH2:22][C:23](=[O:24])[OH:31])[c:25]2[cH:26][cH:27][cH:28][cH:29][cH:30]2)[c:9]([CH3:17])[c:10]([O:15][CH3:16])[c:11]([CH3:14])[c:12]1[CH3:13].